Dataset: the Open Reaction Database (ORD), a public repository of structured organic reaction records. Task: describe an organic reaction: reactants, conditions, products, and yield The reactants are NC[C@@H]1[C@H]2CC(C[C@H]2CN1C(=O)C=1N=C(SC1C=1C=C(C=CC1)C)C)C ([(1S,2S,5R)-2-aminomethyl-7-methyl-3-aza-bicyclo[3.3.0]oct-3-yl]-(2-methyl-5-m-tolyl-thiazol-4-yl)-methanone), ClC=1C=NC=C(C(=O)O)C1 (5-chloro-nicotinic acid). Product: ClC=1C=NC=C(C(=O)NC[C@@H]2[C@H]3CC(C[C@H]3CN2C(=O)C=2N=C(SC2C=2C=C(C=CC2)C)C)C)C1 ((1S,2S,5R)-5-Chloro-N-[7-Methyl-3-(2-methyl-5-m-tolyl-thiazole-4-carbonyl)-3-aza-bicyclo[3.3.0]oct-2-ylmethyl]-nicotinamide). Reaction SMILES: [NH2:1][CH2:2][C@H:3]1[N:10]([C:11]([C:13]2[N:14]=[C:15]([CH3:25])[S:16][C:17]=2[C:18]2[CH:19]=[C:20]([CH3:24])[CH:21]=[CH:22][CH:23]=2)=[O:12])[CH2:9][C@H:8]2[C@@H:4]1[CH2:5][CH:6]([CH3:26])[CH2:7]2.[Cl:27][C:28]1[CH:29]=[N:30][CH:31]=[C:32]([CH:36]=1)[C:33](O)=[O:34]>>[Cl:27][C:28]1[CH:29]=[N:30][CH:31]=[C:32]([CH:36]=1)[C:33]([NH:1][CH2:2][C@H:3]1[N:10]([C:11]([C:13]2[N:14]=[C:15]([CH3:25])[S:16][C:17]=2[C:18]2[CH:19]=[C:20]([CH3:24])[CH:21]=[CH:22][CH:23]=2)=[O:12])[CH2:9][C@H:8]2[C@@H:4]1[CH2:5][CH:6]([CH3:26])[CH2:7]2)=[O:34]. Reported procedure: prepared by reaction of [(1S,2S,5R)-2-aminomethyl-7-methyl-3-aza-bicyclo[3.3.0]oct-3-yl]-(2-methyl-5-m-tolyl-thiazol-4-yl)-methanone with 5-chloro-nicotinic acid. Reactants: [BH4-], CC(=O)O, CO, CCC=O, CC(C)OCN1C(=O)C2=C(CN)C=NC2=NC1N, [Na+]. Yields the product CCCNCC1=C2C(=O)N(COC(C)C)C(N)N=C2N=C1. Reaction SMILES: [BH4-:23].[CH3:25][C:26](=[O:27])[OH:28].[CH3:29][OH:30].[CH:19]([CH2:20][CH3:21])=[O:22].[NH2:1][CH:2]1[N:3]([CH2:14][O:15][CH:16]([CH3:17])[CH3:18])[C:4](=[O:13])[C:5]2=[C:10]([CH2:11][NH2:12])[CH:9]=[N:8][C:6]2=[N:7]1.[Na+:24]>>[NH2:1][CH:2]1[N:3]([CH2:14][O:15][CH:16]([CH3:17])[CH3:18])[C:4](=[O:13])[C:5]2=[C:10]([CH2:11][NH:12][CH2:19][CH2:20][CH3:21])[CH:9]=[N:8][C:6]2=[N:7]1. Starting materials: ice, C1(=CC=CC=C1)S(=O)O (benzenesulfinic acid), [Cl-].[Ca+2].[Cl-] (calcium chloride), FC1=CC=C(OC[C@@H]2CCCC(O2)OC)C=C1 ((2RS, 6S)-6-(4-fluorophenoxymethyl)-2-methoxytetrahydropyran). The solvent is C(Cl)Cl (CH2Cl2), C(Cl)Cl (CH2Cl2). Conditions: time 4 hour. Product: C1(=CC=CC=C1)S(=O)(=O)[C@H]1CCCC(O1)COC1=CC=C(C=C1)F ((2RS, 6S)-6-benzenesulfonyl-2-(4-fluorophenoxymethyl)-tetrahydropyran). Isolated yield 67.9%. Reaction SMILES: [C:1]1([S:7]([OH:9])=[O:8])[CH:6]=[CH:5][CH:4]=[CH:3][CH:2]=1.[Cl-].[Ca+2].[Cl-].[F:13][C:14]1[CH:29]=[CH:28][C:17]([O:18][CH2:19][C@H:20]2[O:25][CH:24](OC)[CH2:23][CH2:22][CH2:21]2)=[CH:16][CH:15]=1>C(Cl)Cl>[C:1]1([S:7]([C@@H:24]2[O:25][CH:20]([CH2:19][O:18][C:17]3[CH:16]=[CH:15][C:14]([F:13])=[CH:29][CH:28]=3)[CH2:21][CH2:22][CH2:23]2)(=[O:9])=[O:8])[CH:6]=[CH:5][CH:4]=[CH:3][CH:2]=1 |f:1.2.3|. Procedure: 25% HCl was added dropwise to benzenesulfinic acid sodium salt (2.0 g), till the solid dissolved. This mixture was extracted with ethyl acetate (30 ml), dried (Na2SO4) and concentrated to give benzenesulfinic acid (1.5 g). To an ice-cooled mixture of benzenesulfinic acid (1.48 g, 10.5 mmol) and calcium chloride (1.15 g, 10.5 mmol) in dry CH2Cl2 a solution of (2RS, 6S)-6-(4-fluorophenoxymethyl)-2-methoxytetrahydropyran (0.5 g, 2.1 mmol) in dry CH2Cl2 (5 ml) was added. The reaction mixture was sti... The reactants are C1CNCCNCCNCCN1, CCC(Cc1c(I)cc(I)c(NC(=O)CCCCCNC(=O)CCl)c1I)C(=O)O. The product is CCC(Cc1c(I)cc(I)c(NC(=O)CCCCCNC(=O)CN2CCNCCNCCNCC2)c1I)C(=O)O. RXN SMILES: [CH2:1]1[CH2:2][NH:3][CH2:4][CH2:5][NH:6][CH2:7][CH2:8][NH:9][CH2:10][CH2:11][NH:12]1.[Cl:13][CH2:14][C:15](=[O:16])[NH:17][CH2:18][CH2:19][CH2:20][CH2:21][CH2:22][C:23](=[O:24])[NH:25][c:26]1[c:27]([I:41])[c:28]([CH2:34][CH:35]([C:36](=[O:37])[OH:38])[CH2:39][CH3:40])[c:29]([I:33])[cH:30][c:31]1[I:32]>>[CH2:1]1[CH2:2][NH:3][CH2:4][CH2:5][NH:6][CH2:7][CH2:8][NH:9][CH2:10][CH2:11][N:12]1[CH2:14][C:15](=[O:16])[NH:17][CH2:18][CH2:19][CH2:20][CH2:21][CH2:22][C:23](=[O:24])[NH:25][c:26]1[c:27]([I:41])[c:28]([CH2:34][CH:35]([C:36](=[O:37])[OH:38])[CH2:39][CH3:40])[c:29]([I:33])[cH:30][c:31]1[I:32]. Starting materials: COC1=CC=C(C=C1)C1=C(C2=CC=C(C=C2CC1)OC)C(O)C1=CC=C(C=C1)OCCCN1CCCCC1 ([3,4-Dihydro-2-(4-methoxyphenyl)-6-methoxynaphthalen-1-yl][4-[3-(1-piperdinyl)propoxy]phenyl]methanol), Cl (hydrochloric acid). Solvent: C(C)(=O)OCC (ethyl acetate), C(C)(=O)OCC (ethyl acetate). Product: Cl.COC1=CC=C(C=C1)C1=C(C2=CC=C(C=C2C=C1)OC)CC1=CC=C(C=C1)OCCCN1CCCCC1 ([2-(4-Methoxyphenyl)-6-methoxynaphthalen-1-yl][4-[3-(1-piperdinyl)propoxy]phenyl]methane hydrochloride). The yield is 97.0%. RXN SMILES: [CH3:1][O:2][C:3]1[CH:8]=[CH:7][C:6]([C:9]2[CH2:18][CH2:17][C:16]3[C:11](=[CH:12][CH:13]=[C:14]([O:19][CH3:20])[CH:15]=3)[C:10]=2[CH:21]([C:23]2[CH:28]=[CH:27][C:26]([O:29][CH2:30][CH2:31][CH2:32][N:33]3[CH2:38][CH2:37][CH2:36][CH2:35][CH2:34]3)=[CH:25][CH:24]=2)O)=[CH:5][CH:4]=1.[ClH:39]>C(OCC)(=O)C>[ClH:39].[CH3:1][O:2][C:3]1[CH:4]=[CH:5][C:6]([C:9]2[CH:18]=[CH:17][C:16]3[C:11](=[CH:12][CH:13]=[C:14]([O:19][CH3:20])[CH:15]=3)[C:10]=2[CH2:21][C:23]2[CH:28]=[CH:27][C:26]([O:29][CH2:30][CH2:31][CH2:32][N:33]3[CH2:38][CH2:37][CH2:36][CH2:35][CH2:34]3)=[CH:25][CH:24]=2)=[CH:7][CH:8]=1 |f:3.4|. Procedure: Reaction of the product of Example 21 (1.5 g, 2.9 mmol) with hydrochloric acid (50 mL of a saturated ethyl acetate solution) in ethyl acetate (50 mL) according to the procedure in Example 18 gave a 97% yield of the desired product: 1H-NMR (300 MHz, CDCl3) δ7.70-7.80 (m, 2H), 7.42 (d, J=8.4 Hz, 1H), 7.15-7.30 (m, 3H), 7.05 (m, 1H), 6.85-6.95 (m, 4H), 6.69 (d, J=8.6 Hz, 2H), 4.34 (s, 2H), 3.97-4.03 (m, 2H), 3.92 (s, 3H), 3.82 (s, 3H), 3.50-3.60 (m, 2H), 3.05-3.20 (m, 2H), 2.57-2.70 (m, 2H), 2.20-2...